Dataset: the Open Reaction Database (ORD), a public repository of structured organic reaction records. Task: describe an organic reaction: reactants, conditions, products, and yield Starting materials: C1CCOC1, CS(C)=O, COc1cc(F)ccc1[N+](=O)[O-], CC(C)C1CNCCN1C(=O)OC(C)(C)C, CCOC(C)=O, [K+], [K+], O=C([O-])[O-], O. Product: COc1cc(N2CCN(C(=O)OC(C)(C)C)C(C(C)C)C2)ccc1[N+](=O)[O-]. RXN SMILES: [CH2:39]1[O:40][CH2:41][CH2:42][CH2:43]1.[CH3:19][S:20]([CH3:21])=[O:22].[CH3:1][O:2][c:3]1[c:4]([N+:10](=[O:11])[O-:12])[cH:5][cH:6][c:7]([F:9])[cH:8]1.[CH3:23][CH:24]([CH3:25])[CH:26]1[N:27]([C:32](=[O:33])[O:34][C:35]([CH3:36])([CH3:37])[CH3:38])[CH2:28][CH2:29][NH:30][CH2:31]1.[CH3:44][CH2:45][O:46][C:47]([CH3:48])=[O:49].[K+:13].[K+:14].[O-:15][C:16]([O-:17])=[O:18].[OH2:50]>>[CH3:1][O:2][c:3]1[c:4]([N+:10](=[O:11])[O-:12])[cH:5][cH:6][c:7]([N:30]2[CH2:29][CH2:28][N:27]([C:32](=[O:33])[O:34][C:35]([CH3:36])([CH3:37])[CH3:38])[CH:26]([CH:24]([CH3:23])[CH3:25])[CH2:31]2)[cH:8]1. The reactants are COC=1C=C2CCN3C(C2=CC1OC)=CC(=NC3=O)Cl (9,10-dimethoxy-2-chloro-6,7-dihydro-4H-pyrimido(6,1-a)isoquinolin-4-one), C(C)(C)(C)N (tert.-butylamine). Solvent: C(Cl)(Cl)Cl (chloroform). Product: Cl.COC=1C=C2CCN3C(C2=CC1OC)=CC(=NC3=O)NC(C)(C)C (9,10-Dimethoxy-2-tert-butylamino-6,7-dihydro-4H-pyrimido(6,1-a)isoquinolin-4-one hydrochloride). Reaction SMILES: [CH3:1][O:2][C:3]1[CH:4]=[C:5]2[C:10](=[CH:11][C:12]=1[O:13][CH3:14])[C:9]1=[CH:15][C:16]([Cl:20])=[N:17][C:18](=[O:19])[N:8]1[CH2:7][CH2:6]2.[C:21]([NH2:25])([CH3:24])([CH3:23])[CH3:22]>C(Cl)(Cl)Cl>[ClH:20].[CH3:1][O:2][C:3]1[CH:4]=[C:5]2[C:10](=[CH:11][C:12]=1[O:13][CH3:14])[C:9]1=[CH:15][C:16]([NH:25][C:21]([CH3:24])([CH3:23])[CH3:22])=[N:17][C:18](=[O:19])[N:8]1[CH2:7][CH2:6]2 |f:3.4|. Reported procedure: A solution of 9,10-dimethoxy-2-chloro-6,7-dihydro-4H-pyrimido(6,1-a)isoquinolin-4-one (3.0 g) and tert.-butylamine (10.0 ml) in chloroform (75 ml) is heated under reflux for 16 hours. The solvent is evaporated under reduced pressure and the residue triturated with a dilute solution of sodium hydroxide to give a white precipitate. The precipitate is filtered, dried and converted into its hydrochloride by treating it in solution in ethanol with hydrochloric acid. The hydrochloride is crystallized ... Starting materials: CCCc1nc2cnc3cc(Br)ccc3c2n1N, COC(C)(C)OC, CC#N, CC(=O)O, ClC(Cl)Cl. Product: CCCc1nc2cnc3cc(Br)ccc3c2n1N=C(C)C. As a reaction SMILES: [Br:1][c:2]1[cH:3][cH:4][c:5]2[c:6]3[c:7]([cH:8][n:9][c:10]2[cH:11]1)[n:12][c:13]([CH2:16][CH2:17][CH3:18])[n:14]3[NH2:15].[CH3:19][O:20][C:21]([CH3:22])([CH3:23])[O:24][CH3:25].[CH3:26][C:27]#[N:28].[CH3:29][C:30](=[O:31])[OH:32].[Cl:33][CH:34]([Cl:35])[Cl:36]>>[Br:1][c:2]1[cH:3][cH:4][c:5]2[c:6]3[c:7]([cH:8][n:9][c:10]2[cH:11]1)[n:12][c:13]([CH2:16][CH2:17][CH3:18])[n:14]3[N:15]=[C:21]([CH3:22])[CH3:23]. The reactants are [BH3-]C#N, CC(C)Nc1cccnc1N(C(C)C)C1CCN(Cc2ccccc2)CC1, CO, CC=O, [Na+], [Na+], [OH-]. Yields the product CCNc1cccnc1N(C(C)C)C1CCN(Cc2ccccc2)CC1. RXN SMILES: [C:31]([BH3-:32])#[N:33].[CH2:1]([c:2]1[cH:3][cH:4][cH:5][cH:6][cH:7]1)[N:8]1[CH2:9][CH2:10][CH:11]([N:14]([c:15]2[n:16][cH:17][cH:18][cH:19][c:20]2[NH:21][CH:22]([CH3:23])[CH3:24])[CH:25]([CH3:26])[CH3:27])[CH2:12][CH2:13]1.[CH3:37][OH:38].[CH:28](=[O:29])[CH3:30].[Na+:34].[Na+:36].[OH-:35]>>[CH2:1]([c:2]1[cH:3][cH:4][cH:5][cH:6][cH:7]1)[N:8]1[CH2:9][CH2:10][CH:11]([N:14]([c:15]2[n:16][cH:17][cH:18][cH:19][c:20]2[NH:21][CH2:22][CH3:23])[CH:25]([CH3:26])[CH3:27])[CH2:12][CH2:13]1.